From a dataset of the Open Reaction Database (ORD), a public repository of structured organic reaction records. describe an organic reaction: reactants, conditions, products, and yield The reactants are C(C)(=O)OC(C)=O (acetic anhydride), NC=1C(NC=C(C1)C1=NC=NC=C1)=O (3-amino-5-(4-pyrimidinyl)-2-(1H)-pyridone). The solvent is N1=CC=CC=C1 (pyridine). The product is C(C)(=O)NC=1C(NC=C(C1)C1=NC=NC=C1)=O (3-Acetamido-5-(4-Pyrimidinyl)-2-(1H)-Pyridone). Reaction SMILES: [C:1](OC(=O)C)(=[O:3])[CH3:2].[NH2:8][C:9]1[C:10](=[O:21])[NH:11][CH:12]=[C:13]([C:15]2[CH:20]=[CH:19][N:18]=[CH:17][N:16]=2)[CH:14]=1>N1C=CC=CC=1>[C:1]([NH:8][C:9]1[C:10](=[O:21])[NH:11][CH:12]=[C:13]([C:15]2[CH:20]=[CH:19][N:18]=[CH:17][N:16]=2)[CH:14]=1)(=[O:3])[CH3:2]. Procedure details: 2.5 ml of acetic anhydride are added to a suspension of 4.0 g of 3-amino-5-(4-pyrimidinyl)-2-(1H)-pyridone in 60 ml of pyridine. The mixture is heated on a steam bath for 2 hours and then cooled in an ice bath. The solid is filtered, washed with ethanol and dried. Recrystallization from dimethyl formamide yields the desired product, M.P.>250° C. The reactants are COC(C(C1=CC=C(C=C1)OCCOC1=CC2=CC=CC=C2C=C1)=O)=O (4-[[2-(2-naphthalenyloxy)ethyl]oxy]-alpha-oxobenzeneacetic acid methyl ester), C(O)CN (ethanolamine). Solvent: CO (methanol), O1CCCC1 (tetrahydrofuran). The product is OCCNC(C(C1=CC=C(C=C1)OCCOC1=CC2=CC=CC=C2C=C1)=O)=O (N-(2-hydroxyethyl)-4-[[2-(2-naphthalenyloxy)ethyl]oxy]-alpha-oxobenzeneacetamide). Yield: 53.6%. As a reaction SMILES: CO[C:3](=[O:26])[C:4](=[O:25])[C:5]1[CH:10]=[CH:9][C:8]([O:11][CH2:12][CH2:13][O:14][C:15]2[CH:24]=[CH:23][C:22]3[C:17](=[CH:18][CH:19]=[CH:20][CH:21]=3)[CH:16]=2)=[CH:7][CH:6]=1.[CH2:27]([CH2:29][NH2:30])[OH:28]>CO.O1CCCC1>[OH:28][CH2:27][CH2:29][NH:30][C:3](=[O:26])[C:4](=[O:25])[C:5]1[CH:6]=[CH:7][C:8]([O:11][CH2:12][CH2:13][O:14][C:15]2[CH:24]=[CH:23][C:22]3[C:17](=[CH:18][CH:19]=[CH:20][CH:21]=3)[CH:16]=2)=[CH:9][CH:10]=1. Procedure: A solution of 4-[[2-(2-naphthalenyloxy)ethyl]oxy]-alpha-oxobenzeneacetic acid methyl ester (0.5 g) in methanol (40 mL) and tetrahydrofuran (10 mL) was treated with ethanolamine (0.094 g) and the mixture was refluxed for 48 hours. The solvents were removed by evaporation and the residue was purified by HPLC (ethyl acetate-methanoltriethylamine; 95:5:2) followed by crystallization from tetrahydrofuran-ethyl alcohol to give 0.29 g of N-(2-hydroxyethyl)-4-[[2-(2-naphthalenyloxy)ethyl]oxy]-alpha-oxob... The reactants are F[C@@]12[C@]3(CCC(C=C3CC[C@H]1[C@@H]1CCC([C@@]1(C)C[C@@H]2O)=O)=O)C (9α-fluoro-11β-hydroxy-4-androstene-3,17 -dione), C(C)OC(OCC)OCC (triethylorthoformate), S(O)(O)(=O)=O (sulfuric acid). The solvent is O1CCOCC1 (dioxane), O1CCOCC1 (dioxane). Run at time 5 minute. Product: C(C)OC1=CC2=CC[C@H]3[C@@H]4CCC([C@@]4(C)C[C@@H]([C@@]3([C@]2(CC1)C)F)O)=O (3-Ethoxy-9α-fluoro-11β-hydroxy--3,5 -androstadiene-17-one). RXN SMILES: [F:1][C@:2]12[C@@H:19]([OH:20])[CH2:18][C@@:16]3([CH3:17])[C@@H:12]([CH2:13][CH2:14][C:15]3=[O:21])[C@@H:11]1[CH2:10][CH2:9][C:8]1[C@:3]2([CH3:23])[CH2:4][CH2:5][C:6](=[O:22])[CH:7]=1.[CH2:24](OC(OCC)OCC)[CH3:25].S(=O)(=O)(O)O>O1CCOCC1>[CH2:24]([O:22][C:6]1[CH2:5][CH2:4][C@@:3]2([CH3:23])[C:8](=[CH:9][CH2:10][C@@H:11]3[C@:2]2([F:1])[C@@H:19]([OH:20])[CH2:18][C@@:16]2([CH3:17])[C@H:12]3[CH2:13][CH2:14][C:15]2=[O:21])[CH:7]=1)[CH3:25]. Procedure: To 1 gm. of 9α-fluoro-11β-hydroxy-4-androstene-3,17 -dione in a solution of 1 ml. of triethylorthoformate in 7 ml. of dioxane add 0.6 ml. of 5% concentrated sulfuric acid in dioxane. Stir at room temperature for five minutes then add 1 ml. of pyridine and evaporate in vacuo to a residue. Add cold ethanol and filter off the resultant precipitate comprising 3-ethoxy-9α-fluoro-11β-hydroxy-3,5 -androstadiene- 3,17-dione (0.8 gm.). The reactants are [Br-], COc1ccc([Mg+])c(OC)c1, CON(C)C(=O)c1cccc(C(F)(F)F)c1F. The product is COc1ccc(C(=O)c2cccc(C(F)(F)F)c2F)c(OC)c1. As a reaction SMILES: [Br-:18].[CH3:19][O:20][c:21]1[c:22]([Mg+:29])[cH:23][cH:24][c:25]([O:27][CH3:28])[cH:26]1.[F:1][c:2]1[c:3]([C:4](=[O:5])[N:6]([O:7][CH3:8])[CH3:9])[cH:10][cH:11][cH:12][c:13]1[C:14]([F:15])([F:16])[F:17]>>[F:1][c:2]1[c:3]([C:4](=[O:5])[c:22]2[c:21]([O:20][CH3:19])[cH:26][c:25]([O:27][CH3:28])[cH:24][cH:23]2)[cH:10][cH:11][cH:12][c:13]1[C:14]([F:15])([F:16])[F:17]. Solvent: C(C)(=O)O (acetic acid). Procedure details: A suspension of 525 mg of 4-tert-butyl-N-[6-chloro-5-(2-methoxy-phenoxy)-2-(pyridin-2-yl)-pyrimidin-4-yl]benzenesulfonamide in 1 ml of glacial acetic acid was treated with 2.5 ml of 40% peracetic acid and slowly heated to reflux. After 2 minutes the mixture was cooled, evaporated under reduced pressure and the residue was recrystallized from ethyl acetate. There was obtained 2-[4-(4-tert-butyl-phenylsulphonylamino)-6-chloro-5-(2-methoxy-phenoxy)-pyrimidin-2-yl]-pyridine 1-oxide of m.p. 201°-202°... Product: C(C)(C)(C)C1=CC=C(C=C1)S(=O)(=O)NC1=NC(=NC(=C1OC1=C(C=CC=C1)OC)Cl)C1=[N+](C=CC=C1)[O-] (2-[4-(4-tert-butyl-phenylsulphonylamino)-6-chloro-5-(2-methoxy-phenoxy)-pyrimidin-2-yl]-pyridine 1-oxide). Starting materials: C(C)(C)(C)C1=CC=C(C=C1)S(=O)(=O)NC1=NC(=NC(=C1OC1=C(C=CC=C1)OC)Cl)C1=NC=CC=C1 (4-tert-butyl-N-[6-chloro-5-(2-methoxy-phenoxy)-2-(pyridin-2-yl)-pyrimidin-4-yl]benzenesulfonamide), C(C)(=O)OO (peracetic acid). As a reaction SMILES: [C:1]([C:5]1[CH:10]=[CH:9][C:8]([S:11]([NH:14][C:15]2[C:20]([O:21][C:22]3[CH:27]=[CH:26][CH:25]=[CH:24][C:23]=3[O:28][CH3:29])=[C:19]([Cl:30])[N:18]=[C:17]([C:31]3[CH:36]=[CH:35][CH:34]=[CH:33][N:32]=3)[N:16]=2)(=[O:13])=[O:12])=[CH:7][CH:6]=1)([CH3:4])([CH3:3])[CH3:2].C(OO)(=[O:39])C>C(O)(=O)C>[C:1]([C:5]1[CH:6]=[CH:7][C:8]([S:11]([NH:14][C:15]2[C:20]([O:21][C:22]3[CH:27]=[CH:26][CH:25]=[CH:24][C:23]=3[O:28][CH3:29])=[C:19]([Cl:30])[N:18]=[C:17]([C:31]3[CH:36]=[CH:35][CH:34]=[CH:33][N+:32]=3[O-:39])[N:16]=2)(=[O:12])=[O:13])=[CH:9][CH:10]=1)([CH3:4])([CH3:2])[CH3:3]. The reactants are BrCCCCCCC(=O)O (7-bromoheptanoic acid), NNC(=S)N (thiosemicarbazide), O1CCOCC1 (dioxane), O=P(Cl)(Cl)Cl (POCl3). Solvent: C(Cl)Cl (methylene chloride), O (water). Conditions: temperature 90 celsius, time 1 hour. Yields the product NC1=NN=C(S1)CCCCCCBr (5-Amino-2-(6-bromohexyl)-1,3,4-thiadiazole). Yield: 96.0%. Reaction SMILES: [Br:1][CH2:2][CH2:3][CH2:4][CH2:5][CH2:6][CH2:7][C:8](O)=O.[NH2:11][NH:12][C:13]([NH2:15])=[S:14].O1CCOCC1.O=P(Cl)(Cl)Cl>C(Cl)Cl.O>[NH2:15][C:13]1[S:14][C:8]([CH2:7][CH2:6][CH2:5][CH2:4][CH2:3][CH2:2][Br:1])=[N:11][N:12]=1. Reported procedure: 5 g of 7-bromoheptanoic acid and 2.17 g of thiosemicarbazide were introduced into 50 ml of dioxane at 90° C. and, at this temperature, 4.0 g of POCl3 were added dropwise. The mixture was then stirred at 90° C. for 1 hour. Then water was added to the mixture, and extraction 3 times with methylene chloride, drying over MgSO4 and concentration were carried out. 6.1 g (=96% yield) of product were obtained as residue. The reactants are CCC(C(=O)[O-])C1CCc2cc(OC)ccc21, CCO, [Na+], [OH-], O. Product: COc1ccc2c(c1)CCC2CC(=O)O. RXN SMILES: [CH2:1]([CH3:2])[CH:3]([C:4](=[O:5])[O-:6])[CH:7]1[CH2:8][CH2:9][c:10]2[cH:11][c:12]([O:16][CH3:17])[cH:13][cH:14][c:15]21.[CH3:20][CH2:21][OH:22].[Na+:19].[OH-:18].[OH2:23]>>[CH2:3]([C:4](=[O:5])[OH:6])[CH:7]1[CH2:8][CH2:9][c:10]2[cH:11][c:12]([O:16][CH3:17])[cH:13][cH:14][c:15]21. The reactants are Cl\C=C\C(CCCCC)=O (1-chloro-trans-1-octen-3-one), [Br-].[Li+] (lithium bromide), CC(CCC)=O (2-pentanone). Product: Br\C=C\C(CCCCC)=O (1-bromo-trans-1-octen-3 one). As a reaction SMILES: Cl/[CH:2]=[CH:3]/[C:4](=[O:10])[CH2:5][CH2:6][CH2:7][CH2:8][CH3:9].[Br-:11].[Li+].CC(=O)CCC>>[Br:11]/[CH:2]=[CH:3]/[C:4](=[O:10])[CH2:5][CH2:6][CH2:7][CH2:8][CH3:9] |f:1.2|. Procedure: A mixture of 68.0 g. (0.424 mole) of 1-chloro-trans-1-octen-3 one (Example 723) and 444 g. (4.24 moles) of anhydrous lithium bromide in 900 ml. of 2-pentanone is refluxed for 30 minutes, cooled, and partitioned between ice water and ether. The organic phase is washed with water and saturated brine, dried (NaSO4), and evaporated to an oil. This material is used directly without purification.